From a dataset of the Open Reaction Database (ORD), a public repository of structured organic reaction records. describe an organic reaction: reactants, conditions, products, and yield Reactants: NC1=C(C#N)C=C(C(=C1)OC)OC (2-amino-4,5-dimethoxybenzonitrile), N1=CC=C(C=C1)C1(SC=CN1)CC(=O)O (2-(4-pyridyl)-thiazole acetic acid). Yields the product C(#N)C1=C(C=C(C(=C1)OC)OC)NC(CC1(SC=CN1)C1=CC=NC=C1)=O (N-(2-cyano-4,5-dimethoxyphenyl)-2-(4-pyridyl)-thiazole acetamide). RXN SMILES: [NH2:1][C:2]1[CH:9]=[C:8]([O:10][CH3:11])[C:7]([O:12][CH3:13])=[CH:6][C:3]=1[C:4]#[N:5].[N:14]1[CH:19]=[CH:18][C:17]([C:20]2([CH2:25][C:26](O)=[O:27])[NH:24][CH:23]=[CH:22][S:21]2)=[CH:16][CH:15]=1>>[C:4]([C:3]1[CH:6]=[C:7]([O:12][CH3:13])[C:8]([O:10][CH3:11])=[CH:9][C:2]=1[NH:1][C:26](=[O:27])[CH2:25][C:20]1([C:17]2[CH:18]=[CH:19][N:14]=[CH:15][CH:16]=2)[NH:24][CH:23]=[CH:22][S:21]1)#[N:5]. Reported procedure: This compound was prepared according to the method described in Example 1c by employing 2-amino-4,5-dimethoxybenzonitrile (Aldrich) and 2-(4-pyridyl)-thiazole acetic acid (Example 1, Step b) . Mp: 165-167° C. MS m/z: 381.1 (M+1). Calc'd for C19H16N4O3S: 380.09. Reactants: C(=O)O (formic acid), C1OC2C(=C(C(=O)C3=CC=CC=C3)C=C3C2(OCO3)O1)N (3,4-(methylenedioxy)-2-amino-4,5-(methylenedioxy)benzophenone), C(=O)N (formamide), ice water. Conditions: time 30 minute. The product is C1OC=2C=C3C(=NC=NC3=CC2O1)C1=CC2=C(C=C1)OCO2 (6,7-Methylenedioxy-4-(3,4-methylenedioxyphenyl)quinazoline). RXN SMILES: C1O[C:16]23[O:17][CH2:18][O:19][C:15]2=[CH:14][C:5]([C:6]([C:8]2[CH:13]=[CH:12][CH:11]=[CH:10][CH:9]=2)=O)=[C:4]([NH2:21])[CH:3]3O1.[CH:22]([OH:24])=[O:23].[CH:25]([NH2:27])=O>>[CH2:18]1[O:17][C:16]2[CH:3]=[C:4]3[C:5]([C:6]([C:8]4[CH:9]=[CH:10][C:11]5[O:23][CH2:22][O:24][C:12]=5[CH:13]=4)=[N:27][CH:25]=[N:21]3)=[CH:14][C:15]=2[O:19]1. Procedure details: To a suspension of 3,4-(methylenedioxy)-2-amino-4,5-(methylenedioxy)benzophenone (100 mg, 0.32 mmol) in formamide (1.0 mL) was added formic acid (0.5 mL). The resulting mixture was refluxed under argon for 45 min, cooled to rt, poured into ice water (10 mL), and stirred for 30 min. The resulting precipitate was collected by filtration and the solid was dissolved in ethyl acetate. The solution was washed with water and brine, dried over anhydrous MgSO4 and the solvent was removed in vacuo. The cr... Reactants: CN([C@@H](C)C=1C=C(C=CC1)O)[C@@H](C)C1=CC=CC=C1 (3-[(S)-1-(methyl-[(S)-1-phenylethyl]amino)ethyl]phenol), CN(C=O)C (N,N-dimethylformamide), CBr (methyl bromide). Solvent: C(C)(=O)OCC (ethyl acetate). Run at temperature 60 celsius. The product is [Br-].OC=1C=C(C=CC1)[C@H](C)[N+]([C@@H](C)C1=CC=CC=C1)(C)C ((S)-1-(3-hydroxyphenyl)-N,N-dimethyl-N—((S)-1-phenylethyl)ethanaminium bromide). The yield is 89.0%. Reaction SMILES: [CH3:1][N:2]([C@H:12]([C:14]1[CH:19]=[CH:18][CH:17]=[CH:16][CH:15]=1)[CH3:13])[C@H:3]([C:5]1[CH:6]=[C:7]([OH:11])[CH:8]=[CH:9][CH:10]=1)[CH3:4].[CH3:20]N(C)C=O.C[Br:26]>C(OCC)(=O)C>[Br-:26].[OH:11][C:7]1[CH:6]=[C:5]([C@@H:3]([N+:2]([CH3:20])([CH3:1])[C@H:12]([C:14]2[CH:19]=[CH:18][CH:17]=[CH:16][CH:15]=2)[CH3:13])[CH3:4])[CH:10]=[CH:9][CH:8]=1 |f:4.5|. Procedure: Mix 5.1 g (0.02 mol) of 3-[(S)-1-(methyl-[(S)-1-phenylethyl]amino)ethyl]phenol (formula V) with 10 ml N,N-dimethylformamide and 7.5 g (0.08 mol) of methyl bromide at room temperature, and heat the mixture to 60° C. for 10 hours. Let it cool to room temperature and add 100 ml of ethyl acetate. A light yellow solid is produced. Filter and dry it to receive 6.5 g light yellow solid with a yield of 89%. Starting materials: O1C=CC2=C1CCCC2N (4,5,6,7-tetrahydro-1-benzofuran-4-amine), COC=1C=CC=C2CCCC(C12)=O (8-methoxy-3,4-dihydronaphthalen-1(2H)-one). Yields the product COC=1C=CC=C2CCCC(C12)N (8-methoxy-1,2,3,4-tetrahydronaphthalen-1-amine). RXN SMILES: O1C2CCCC([NH2:10])C=2C=C1.[CH3:11][O:12][C:13]1[CH:14]=[CH:15][CH:16]=[C:17]2[C:22]=1[C:21](=O)[CH2:20][CH2:19][CH2:18]2>>[CH3:11][O:12][C:13]1[CH:14]=[CH:15][CH:16]=[C:17]2[C:22]=1[CH:21]([NH2:10])[CH2:20][CH2:19][CH2:18]2. Reported procedure: Following the procedure for the preparation of 4,5,6,7-tetrahydro-1-benzofuran-4-amine but substituting 8-methoxy-3,4-dihydronaphthalen-1(2H)-one and making non-critical variations provided the title compound as a oil: 1H NMR (300 MHz, CDCl3) δ) 7.13, 6.73, 4.21, 3.87, 2.78-2.72, 1.88; HRMS (FAB) calcd for C11H15NO+H 178.1232, found 178.1232. Starting materials: CCOC(=O)COc1ccc(SCc2cc(O)cc(C#CCc3ccccc3)c2)cc1C, CCCCP(CCCC)CCCC, C1CCOC1, O=C(N=NC(=O)N1CCCCC1)N1CCCCC1, OCCCN1CCOCC1. The product is CCOC(=O)COc1ccc(SCc2cc(C#CCc3ccccc3)cc(OCCCN3CCOCC3)c2)cc1C. RXN SMILES: [CH2:1]([CH3:2])[O:3][C:4]([CH2:5][O:6][c:7]1[c:8]([CH3:31])[cH:9][c:10]([S:13][CH2:14][c:15]2[cH:16][c:17]([OH:30])[cH:18][c:19]([C:21]#[C:22][CH2:23][c:24]3[cH:25][cH:26][cH:27][cH:28][cH:29]3)[cH:20]2)[cH:11][cH:12]1)=[O:32].[CH2:43]([P:44]([CH2:45][CH2:46][CH2:47][CH3:48])[CH2:49][CH2:50][CH2:51][CH3:52])[CH2:53][CH2:54][CH3:55].[CH2:74]1[O:75][CH2:76][CH2:77][CH2:78]1.[N:56]([C:57]([N:58]1[CH2:59][CH2:60][CH2:61][CH2:62][CH2:63]1)=[O:64])=[N:65][C:66]([N:67]1[CH2:68][CH2:69][CH2:70][CH2:71][CH2:72]1)=[O:73].[O:33]1[CH2:34][CH2:35][N:36]([CH2:39][CH2:40][CH2:41][OH:42])[CH2:37][CH2:38]1>>[CH2:1]([CH3:2])[O:3][C:4]([CH2:5][O:6][c:7]1[c:8]([CH3:31])[cH:9][c:10]([S:13][CH2:14][c:15]2[cH:16][c:17]([O:30][CH2:41][CH2:40][CH2:39][N:36]3[CH2:35][CH2:34][O:33][CH2:38][CH2:37]3)[cH:18][c:19]([C:21]#[C:22][CH2:23][c:24]3[cH:25][cH:26][cH:27][cH:28][cH:29]3)[cH:20]2)[cH:11][cH:12]1)=[O:32]. Reactants: ClC1=CC=CC2=C1C(N(CC=1N2C=NC1C1=NOC(=N1)CCl)C)=O (7-chloro-3-(5-chloromethyl-1,2,4-oxadiazol-3-yl)-5-methyl-5,6-dihydro-4H-imidazo[1,5-a][1,4]benzodiazepin-6-one), C(C)NCC (diethylamine). Solvent: CN(C=O)C (N,N-dimethylformamide). Product: ClC1=CC=CC2=C1C(N(CC=1N2C=NC1C1=NOC(=N1)CN(CC)CC)C)=O (7-chloro-3-(5-diethylaminomethyl-1,2,4-oxadiazol-3-yl)-5-methyl-5,6-dihydro-4H-imidazo[1,5-a][1,4]benzodiazepin-6-one). Yield: 85.0%. As a reaction SMILES: [Cl:1][C:2]1[C:7]2[C:8](=[O:24])[N:9]([CH3:23])[CH2:10][C:11]3[N:12]([CH:13]=[N:14][C:15]=3[C:16]3[N:20]=[C:19]([CH2:21]Cl)[O:18][N:17]=3)[C:6]=2[CH:5]=[CH:4][CH:3]=1.[CH2:25]([NH:27][CH2:28][CH3:29])[CH3:26]>CN(C)C=O>[Cl:1][C:2]1[C:7]2[C:8](=[O:24])[N:9]([CH3:23])[CH2:10][C:11]3[N:12]([CH:13]=[N:14][C:15]=3[C:16]3[N:20]=[C:19]([CH2:21][N:27]([CH2:28][CH3:29])[CH2:25][CH3:26])[O:18][N:17]=3)[C:6]=2[CH:5]=[CH:4][CH:3]=1. Reported procedure: 1.6 g (4.4 mmol) of 7-chloro-3-(5-chloromethyl-1,2,4-oxadiazol-3-yl)-5-methyl-5,6-dihydro-4H-imidazo[1,5-a][1,4]benzodiazepin-6-one were stirred at room temperature for 4.5 hours with 1.1 g (15 mmol) of diethylamine and 10 ml of N,N-dimethylformamide. By evaporation of the reaction mixture and chromatography of the residue on silica gel while eluting with methylene chloride/methanol 9/1 there were obtained 1.50 g (85%) of 7-chloro-3-(5-diethylaminomethyl-1,2,4-oxadiazol-3-yl)-5-methyl-5,6-dihydr...